From a dataset of the Open Reaction Database (ORD), a public repository of structured organic reaction records. describe an organic reaction: reactants, conditions, products, and yield The reactants are O=Cc1cccc(Br)c1, Cc1ccccc1Oc1cccc(CO)c1, Cc1ccccc1O, COC(=O)CCc1ccc(O)cc1. The product is COC(=O)CCc1ccc(OCc2cccc(Oc3ccccc3C)c2)cc1. As a reaction SMILES: [Br:38][c:39]1[cH:40][c:41]([CH:45]=[O:46])[cH:42][cH:43][cH:44]1.[CH3:14][c:15]1[c:16]([O:17][c:18]2[cH:19][c:20]([CH2:24][OH:25])[cH:21][cH:22][cH:23]2)[cH:26][cH:27][cH:28][cH:29]1.[CH3:30][c:31]1[c:32]([OH:33])[cH:34][cH:35][cH:36][cH:37]1.[OH:1][c:2]1[cH:3][cH:4][c:5]([CH2:8][CH2:9][C:10](=[O:11])[O:12][CH3:13])[cH:6][cH:7]1>>[O:1]([c:2]1[cH:3][cH:4][c:5]([CH2:8][CH2:9][C:10](=[O:11])[O:12][CH3:13])[cH:6][cH:7]1)[CH2:24][c:20]1[cH:19][c:18]([O:17][c:16]2[c:15]([CH3:14])[cH:29][cH:28][cH:27][cH:26]2)[cH:23][cH:22][cH:21]1. The reactants are NC1=NC(=NC(=C1)OC)OC (4-amino-2,6-dimethoxypyrimidin), ClC1=C(C=CC=C1)S(=O)(=O)N=C=O (2-chlorobenzenesulfonylisocyanate). The solvent is C(Cl)Cl (methylene chloride). Reaction conditions: time 30 minute. Yields the product COC1=NC(=CC(=N1)NC(=O)NS(=O)(=O)C1=C(C=CC=C1)Cl)OC (N-[(2,6-dimethoxypyrimidin-4-yl)aminocarbonyl]-2-chlorobenzenesulfonamide). RXN SMILES: [NH2:1][C:2]1[CH:7]=[C:6]([O:8][CH3:9])[N:5]=[C:4]([O:10][CH3:11])[N:3]=1.[Cl:12][C:13]1[CH:18]=[CH:17][CH:16]=[CH:15][C:14]=1[S:19]([N:22]=[C:23]=[O:24])(=[O:21])=[O:20]>C(Cl)Cl>[CH3:11][O:10][C:4]1[N:3]=[C:2]([NH:1][C:23]([NH:22][S:19]([C:14]2[CH:15]=[CH:16][CH:17]=[CH:18][C:13]=2[Cl:12])(=[O:20])=[O:21])=[O:24])[CH:7]=[C:6]([O:8][CH3:9])[N:5]=1. Procedure details: To a mixture of 1.10 g of 4-amino-2,6-dimethoxypyrimidin in 40 ml methylene chloride at ambient temperature and pressure was added 1.60 g of 2-chlorobenzenesulfonylisocyanate. The reaction was stirred 30 minutes and then refluxed an additional 15 minutes. Volatiles were removed under reduced pressure and the solid thereby obtained was washed with a little diethyl ether; yield 2.30 g, m.p. 193°-196°. Starting materials: C(C)(C)(C)OC(=O)NC(C(=O)O)(C)C (2-(tert-butoxycarbonylamino)-2-methyl-propionic acid), C(C1=CC=CC=C1)OC(=O)N1CCNCC1 (1-(benzyloxycarbonyl)piperazine), ON1N=NC2=C1C=CC=C2 (1-hydroxybenzo-triazole), Cl.C(C)N=C=NCCCN(C)C (1-ethyl-3-(3-dimethylaminopropyl)-carbodiimide hydrochloride). Solvent: O (water), O1CCCC1 (tetrahydrofuran). Run at time 8 hour. Yields the product C(C1=CC=CC=C1)OC(=O)N1CCN(CC1)C(C(C)(C)NC(=O)OC(C)(C)C)=O (4-benzyloxycarbonyl-1-[2-(tert-butoxycarbonylamino)-2-methylpropionyl]piperazine). The yield is 67.7%. RXN SMILES: [C:1]([O:5][C:6]([NH:8][C:9]([CH3:14])([CH3:13])[C:10]([OH:12])=O)=[O:7])([CH3:4])([CH3:3])[CH3:2].[CH2:15]([O:22][C:23]([N:25]1[CH2:30][CH2:29][NH:28][CH2:27][CH2:26]1)=[O:24])[C:16]1[CH:21]=[CH:20][CH:19]=[CH:18][CH:17]=1.ON1C2C=CC=CC=2N=N1.Cl.C(N=C=NCCCN(C)C)C>O1CCCC1.O>[CH2:15]([O:22][C:23]([N:25]1[CH2:30][CH2:29][N:28]([C:10](=[O:12])[C:9]([NH:8][C:6]([O:5][C:1]([CH3:2])([CH3:3])[CH3:4])=[O:7])([CH3:14])[CH3:13])[CH2:27][CH2:26]1)=[O:24])[C:16]1[CH:21]=[CH:20][CH:19]=[CH:18][CH:17]=1 |f:3.4|. Reported procedure: To a solution of 2-(tert-butoxycarbonylamino)-2-methyl-propionic acid (10 g) in tetrahydrofuran (20 mL) were added 1-(benzyloxycarbonyl)piperazine (16.3 g), 1-hydroxybenzo-triazole (8.02 g) and 1-ethyl-3-(3-dimethylaminopropyl)-carbodiimide hydrochloride (11.4 g), and the mixture was stirred at room temperature overnight. The reaction mixture was poured into water, and the resulting mixture was extracted with ethyl acetate. The extract was washed with water and brine, and dried over anhydrous so... Reactants: CC(=O)Cl, CC(=O)[O-], Cc1cccc(Nc2ccccc2CNO)c1C, [Na+], C1COCCO1, O. Yields the product CC(=O)N(O)Cc1ccccc1Nc1cccc(C)c1C. RXN SMILES: [CH3:1][C:2]([Cl:3])=[O:4].[CH3:24][C:25](=[O:26])[O-:27].[CH3:5][c:6]1[c:7]([NH:13][c:14]2[c:15]([CH2:20][NH:21][OH:22])[cH:16][cH:17][cH:18][cH:19]2)[cH:8][cH:9][cH:10][c:11]1[CH3:12].[Na+:23].[O:29]1[CH2:30][CH2:31][O:32][CH2:33][CH2:34]1.[OH2:28]>>[CH3:1][C:2](=[O:4])[N:21]([CH2:20][c:15]1[c:14]([NH:13][c:7]2[c:6]([CH3:5])[c:11]([CH3:12])[cH:10][cH:9][cH:8]2)[cH:19][cH:18][cH:17][cH:16]1)[OH:22]. Reactants: ClC1=NC=2C=CC=CC2C2=C1N=CN2C (4-chloro-1-methyl-1H-imidazo[4,5-c]quinoline), C(CCC)N (n-butylamine). The product is C(CCC)NC1=NC=2C=CC=CC2C2=C1N=CN2C (N-butyl-1-methyl-1H-imidazo[4,5-c]quinolin-4-amine). As a reaction SMILES: Cl[C:2]1[C:11]2[N:12]=[CH:13][N:14]([CH3:15])[C:10]=2[C:9]2[CH:8]=[CH:7][CH:6]=[CH:5][C:4]=2[N:3]=1.[CH2:16]([NH2:20])[CH2:17][CH2:18][CH3:19]>>[CH2:16]([NH:20][C:2]1[C:11]2[N:12]=[CH:13][N:14]([CH3:15])[C:10]=2[C:9]2[CH:8]=[CH:7][CH:6]=[CH:5][C:4]=2[N:3]=1)[CH2:17][CH2:18][CH3:19]. Reported procedure: Using the general method exemplified in Example 151, 4-chloro-1-methyl-1H-imidazo[4,5-c]quinoline (from Example 114) was reacted with n-butylamine to provide N-butyl-1-methyl-1H-imidazo[4,5-c]quinolin-4-amine, m.p. 98°-100° C. Reactants: CC1(C)OB(c2ccccc2O)OC1(C)C, O=c1ccc2c(Cl)nc(NC(CO)CO)nc2n1-c1c(F)cccc1F, [K+], [K+], O=C([O-])[O-], C1COCCO1, O, c1ccc(P(c2ccccc2)(c2ccccc2)[Pd](P(c2ccccc2)(c2ccccc2)c2ccccc2)(P(c2ccccc2)(c2ccccc2)c2ccccc2)P(c2ccccc2)(c2ccccc2)c2ccccc2)cc1. The product is O=c1ccc2c(-c3ccccc3O)nc(NC(CO)CO)nc2n1-c1c(F)cccc1F. Reaction SMILES: [CH3:27][C:28]1([CH3:29])[C:30]([CH3:31])([CH3:32])[O:33][B:34]([c:35]2[c:36]([OH:41])[cH:37][cH:38][cH:39][cH:40]2)[O:42]1.[Cl:1][c:2]1[c:3]2[c:4]([n:5][c:6]([NH:8][CH:9]([CH2:10][OH:11])[CH2:12][OH:13])[n:7]1)[n:14](-[c:19]1[c:20]([F:26])[cH:21][cH:22][cH:23][c:24]1[F:25])[c:15](=[O:18])[cH:16][cH:17]2.[K+:43].[K+:44].[O-:45][C:46]([O-:47])=[O:48].[O:49]1[CH2:50][CH2:51][O:52][CH2:53][CH2:54]1.[OH2:55].[cH:56]1[cH:57][cH:58][c:59]([P:60]([Pd:61]([P:62]([c:63]2[cH:64][cH:65][cH:66][cH:67][cH:68]2)([c:69]2[cH:70][cH:71][cH:72][cH:73][cH:74]2)[c:75]2[cH:76][cH:77][cH:78][cH:79][cH:80]2)([P:81]([c:82]2[cH:83][cH:84][cH:85][cH:86][cH:87]2)([c:88]2[cH:89][cH:90][cH:91][cH:92][cH:93]2)[c:94]2[cH:95][cH:96][cH:97][cH:98][cH:99]2)[P:100]([c:101]2[cH:102][cH:103][cH:104][cH:105][cH:106]2)([c:107]2[cH:108][cH:109][cH:110][cH:111][cH:112]2)[c:113]2[cH:114][cH:115][cH:116][cH:117][cH:118]2)([c:119]2[cH:120][cH:121][cH:122][cH:123][cH:124]2)[c:125]2[cH:126][cH:127][cH:128][cH:129][cH:130]2)[cH:131][cH:132]1>>[c:2]1(-[c:35]2[c:36]([OH:41])[cH:37][cH:38][cH:39][cH:40]2)[c:3]2[c:4]([n:5][c:6]([NH:8][CH:9]([CH2:10][OH:11])[CH2:12][OH:13])[n:7]1)[n:14](-[c:19]1[c:20]([F:26])[cH:21][cH:22][cH:23][c:24]1[F:25])[c:15](=[O:18])[cH:16][cH:17]2. The product is BrCC1=CC=C(C=C1)C(=O)C1=CC=C(C=C1)OC ((4-(bromomethyl)phenyl)(4-methoxyphenyl)methanone), oil. Reported procedure: To a solution of (4-methoxyphenyl)(p-tolyl)methanone, 32-b. (3 g, 13.3 mmol) in CCL4 (30 ml) was added NBS (2.8 g, 16 mmol) and AIBN (50 mg), the reaction mixture was then stirred for 3 h under refluxed. The resulting mixture was cooled to ambient temperature, filtered, and filtrate was concentrated under reduce pressure. Purified by column chromatography on silica gel (petroleum ether/ethyl acetate=6:1), the pure product, 32-c, was obtained as a colorless oil (3 g, 74% yield). 1H NMR (300 MHz, ... Run at time 3 hour. Starting materials: COC1=CC=C(C=C1)C(=O)C1=CC=C(C=C1)C ((4-methoxyphenyl)(p-tolyl)methanone), COC1=CC=C(C=C1)C(=O)C1=CC=C(C=C1)C ((4-methoxyphenyl)(p-tolyl)methanone), C1CC(=O)N(C1=O)Br (NBS), CC(C)(C#N)N=NC(C)(C)C#N (AIBN). RXN SMILES: [CH3:1][O:2][C:3]1[CH:8]=[CH:7][C:6]([C:9]([C:11]2[CH:16]=[CH:15][C:14]([CH3:17])=[CH:13][CH:12]=2)=[O:10])=[CH:5][CH:4]=1.C1C(=O)N([Br:25])C(=O)C1.CC(N=NC(C#N)(C)C)(C#N)C>>[Br:25][CH2:17][C:14]1[CH:15]=[CH:16][C:11]([C:9]([C:6]2[CH:5]=[CH:4][C:3]([O:2][CH3:1])=[CH:8][CH:7]=2)=[O:10])=[CH:12][CH:13]=1. Isolated yield 74.0%. Conditions: time 2 hour. Product: C(C)(C)(C)NC(O)=O.C(=O)(O)C/C=C/C1=NC(=CC=C1OCCCCCCCCC1=CC=C(C=C1)OC)COC1=CC(=CC=C1)N (2-(E-2-Carboxymethylethenyl)-3-[8-(4-methoxyphenyl)octyloxy]-6-[(3-amino)phenoxymethyl]pyridine t butylcarbamate). Starting materials: C(=O)(O)C/C=C/C1=NC(=CC=C1OCCCCCCCCC1=CC=C(C=C1)OC)CO (2-(E-2-carboxymethylethenyl)-3-[8-(4-methoxyphenyl)octyloxy]-6-hydroxymethylpyridine), O=S(Cl)Cl (SOCl2), C(C)(C)(C)NC(=O)OC1=CC(=CC=C1)N (3-aminophenol t butylcarbamate), C(=O)([O-])[O-].[Cs+].[Cs+] (Cs2CO3). Solvent: C1(=CC=CC=C1)C (toluene), CCOC(=O)C (EtOAc), C1(=CC=CC=C1)C (toluene), CN(C)C=O (DMF). Reaction SMILES: O=S(Cl)Cl.[C:5]([CH2:8]/[CH:9]=[CH:10]/[C:11]1[C:16]([O:17][CH2:18][CH2:19][CH2:20][CH2:21][CH2:22][CH2:23][CH2:24][CH2:25][C:26]2[CH:31]=[CH:30][C:29]([O:32][CH3:33])=[CH:28][CH:27]=2)=[CH:15][CH:14]=[C:13]([CH2:34][OH:35])[N:12]=1)([OH:7])=[O:6].[C:36]([NH:40][C:41]([O:43][C:44]1[CH:49]=[CH:48][CH:47]=[C:46]([NH2:50])[CH:45]=1)=[O:42])([CH3:39])([CH3:38])[CH3:37].C([O-])([O-])=O.[Cs+].[Cs+]>C1(C)C=CC=CC=1.CCOC(C)=O.CN(C=O)C>[C:36]([NH:40][C:41](=[O:42])[OH:43])([CH3:39])([CH3:38])[CH3:37].[C:5]([CH2:8]/[CH:9]=[CH:10]/[C:11]1[C:16]([O:17][CH2:18][CH2:19][CH2:20][CH2:21][CH2:22][CH2:23][CH2:24][CH2:25][C:26]2[CH:27]=[CH:28][C:29]([O:32][CH3:33])=[CH:30][CH:31]=2)=[CH:15][CH:14]=[C:13]([CH2:34][O:35][C:44]2[CH:49]=[CH:48][CH:47]=[C:46]([NH2:50])[CH:45]=2)[N:12]=1)([OH:7])=[O:6] |f:3.4.5,9.10|. Procedure: To a cooled (0° C.) solution of SOCl2 (0.51 mL, 7.0 mmol) in dry toluene (2 mL) under an argon atmosphere was added a solution of 2-(E-2-carboxymethylethenyl)-3-[8-(4-methoxyphenyl)octyloxy]-6-hydroxymethylpyridine (300 mg, 0.70 mmol) in toluene (5 mL). After 5 minutes the cooling bath was removed and the reaction was stirred for 2 hours at room temperature. The toluene and excess SOCl2 were evaporated. To this was added dry DMF (0.90 mL), 3-aminophenol t butylcarbamate (209 mg, 1.0 mmol), and a... Reactants: OCCCO, CC(=O)NCC1CN(c2ccc(N3CCC4(CC3)CO4)c(F)c2)C(=O)O1, C1CCOC1. Product: CC(=O)NCC1CN(c2ccc(N3CCC4(CCOCCO4)CC3)c(F)c2)C(=O)O1. Reaction SMILES: [CH2:27]([OH:28])[CH2:29][CH2:30][OH:31].[O:1]1[CH2:2][C:3]12[CH2:4][CH2:5][N:6]([c:9]1[c:10]([F:26])[cH:11][c:12]([N:15]3[C:16](=[O:25])[O:17][CH:18]([CH2:20][NH:21][C:22]([CH3:23])=[O:24])[CH2:19]3)[cH:13][cH:14]1)[CH2:7][CH2:8]2.[O:32]1[CH2:33][CH2:34][CH2:35][CH2:36]1>>[O:1]1[CH2:2][CH2:36][O:32][CH2:33][CH2:34][C:3]12[CH2:4][CH2:5][N:6]([c:9]1[c:10]([F:26])[cH:11][c:12]([N:15]3[C:16](=[O:25])[O:17][CH:18]([CH2:20][NH:21][C:22]([CH3:23])=[O:24])[CH2:19]3)[cH:13][cH:14]1)[CH2:7][CH2:8]2.